Task: describe an organic reaction: reactants, conditions, products, and yield. Dataset: the Open Reaction Database (ORD), a public repository of structured organic reaction records Starting materials: BrCc1ccccc1, C1CCOC1, CC(C)(C)[O-], [K+], O=C1CCC2CCc3ccccc3C2CN1, O. The product is O=C1CCC2CCc3ccccc3C2CN1Cc1ccccc1. As a reaction SMILES: [Br:23][CH2:24][c:25]1[cH:26][cH:27][cH:28][cH:29][cH:30]1.[CH2:32]1[O:33][CH2:34][CH2:35][CH2:36]1.[CH3:17][C:18]([CH3:19])([O-:20])[CH3:21].[K+:22].[O:1]=[C:2]1[CH2:3][CH2:4][CH:5]2[CH:6]([CH2:7][NH:8]1)[c:9]1[cH:10][cH:11][cH:12][cH:13][c:14]1[CH2:15][CH2:16]2.[OH2:31]>>[O:1]=[C:2]1[CH2:3][CH2:4][CH:5]2[CH:6]([CH2:7][N:8]1[CH2:24][c:25]1[cH:26][cH:27][cH:28][cH:29][cH:30]1)[c:9]1[cH:10][cH:11][cH:12][cH:13][c:14]1[CH2:15][CH2:16]2. Starting materials: CC(=O)O, Cl, O=C(O)c1ccc2c(c1)Sc1ccc3c(c1CC2)C(=O)CC3, [Zn]. The product is O=C(O)c1ccc2c(c1)Sc1ccc3c(c1CC2)CCC3. RXN SMILES: [CH3:25][C:26](=[O:27])[OH:28].[ClH:23].[O:1]=[C:2]1[CH2:3][CH2:4][c:5]2[cH:6][cH:7][c:8]3[c:9]([c:22]21)[CH2:10][CH2:11][c:12]1[c:13]([cH:15][c:16]([C:19](=[O:20])[OH:21])[cH:17][cH:18]1)[S:14]3.[Zn:24]>>[CH2:2]1[CH2:3][CH2:4][c:5]2[cH:6][cH:7][c:8]3[c:9]([c:22]21)[CH2:10][CH2:11][c:12]1[c:13]([cH:15][c:16]([C:19](=[O:20])[OH:21])[cH:17][cH:18]1)[S:14]3.